This data is from the Open Reaction Database (ORD), a public repository of structured organic reaction records. The task is: describe an organic reaction: reactants, conditions, products, and yield The reactants are N1C=NC=C1 (imidazole), BrCC(=O)OCC1=CC=CC=C1 (benzyl 2-bromoacetate). The solvent is ClCCl (dichloromethane). The product is N1(C=NC=C1)CC(=O)OCC1=CC=CC=C1 (Benzyl 2-(1-Imidazolyl)acetate). Isolated yield 89.6%. RXN SMILES: [NH:1]1[CH:5]=[CH:4][N:3]=[CH:2]1.Br[CH2:7][C:8]([O:10][CH2:11][C:12]1[CH:17]=[CH:16][CH:15]=[CH:14][CH:13]=1)=[O:9]>ClCCl>[N:1]1([CH2:7][C:8]([O:10][CH2:11][C:12]2[CH:17]=[CH:16][CH:15]=[CH:14][CH:13]=2)=[O:9])[CH:5]=[CH:4][N:3]=[CH:2]1. Reported procedure: A solution of 1.4 g (21 mmol) of imidazole and 1.0 ml (6.3 mmol) of benzyl 2-bromoacetate in 40 ml of dichloromethane was stirred at ambient temperature for 16 h. The resulting solution was washed with water, dried over Na2SO4, and concentrated in vacuo. Silica gel chromatography of the residue using 5% methanol in chloroform provided 1.22 g (89%) of the desired compound as an oil. 1H NMR (CDCl3) δ 4.73 (s, 2H), 5.21 (s, 2H), 6.96 (t, J=1 Hz, 1H), 7.11 (t, J=1 Hz, 1H), 7.36 (m, 5H), 7.51 (br s, ... Starting materials: COC(=O)C(NC(=O)C(C)C)SCc1ccccc1, CO, [Na+], [OH-]. Yields the product CC(C)C(=O)NC(SCc1ccccc1)C(=O)O. Reaction SMILES: [CH3:1][O:2][C:3]([CH:4]([NH:5][C:6]([CH:7]([CH3:8])[CH3:9])=[O:10])[S:11][CH2:12][c:13]1[cH:14][cH:15][cH:16][cH:17][cH:18]1)=[O:19].[CH3:20][OH:21].[Na+:23].[OH-:22]>>[O:2]=[C:3]([CH:4]([NH:5][C:6]([CH:7]([CH3:8])[CH3:9])=[O:10])[S:11][CH2:12][c:13]1[cH:14][cH:15][cH:16][cH:17][cH:18]1)[OH:19]. Starting materials: ClC(=O)OCC(C)C (isobutyl chloroformate), NC1C2CC3CC(CC1C3)C2 (2-aminoadamantane), C(C)(C)(C)OC(=O)N[C@@H](CC1=CC=CC=C1)C(=O)O (t-butoxycarbonyl-L-phenylalanine), CN1CCOCC1 (N-methylmorpholine), 4A. The solvent is ClCCl (dichloromethane). Reaction conditions: time 8 hour. Yields the product C(C)(C)(C)OC(=O)N[C@@H](CC1=CC=CC=C1)C(=O)NC1C2CC3CC(CC1C3)C2 (t-butoxycarbonyl-N-(2-adamantyl)-L-phenylalaninamide). As a reaction SMILES: [C:1]([O:5][C:6]([NH:8][C@H:9]([C:17]([OH:19])=O)[CH2:10][C:11]1[CH:16]=[CH:15][CH:14]=[CH:13][CH:12]=1)=[O:7])([CH3:4])([CH3:3])[CH3:2].CN1CCOCC1.ClC(OCC(C)C)=O.[NH2:35][CH:36]1[CH:43]2[CH2:44][CH:39]3[CH2:40][CH:41]([CH2:45][CH:37]1[CH2:38]3)[CH2:42]2>ClCCl>[C:1]([O:5][C:6]([NH:8][C@H:9]([C:17]([NH:35][CH:36]1[CH:37]2[CH2:45][CH:41]3[CH2:40][CH:39]([CH2:44][CH:43]1[CH2:42]3)[CH2:38]2)=[O:19])[CH2:10][C:11]1[CH:12]=[CH:13][CH:14]=[CH:15][CH:16]=1)=[O:7])([CH3:2])([CH3:3])[CH3:4]. Procedure: To a cold (ca -78°) solution of 106 g (0.4 mole) of t-butoxycarbonyl-L-phenylalanine (Boc-Phe) and 88 ml (ca. 0.8 mole) of N-methylmorpholine in 300 ml of dichloromethane, stirred over 30 g of 4A molecular sieves, was added dropwise 52.4 ml (ca. 0.4 mole) of isobutyl chloroformate. The mixture was allowed to warm slowly to 5° and then recooled to about -78°. After adding 75 g (0.4 mole) of 2-aminoadamantane, the mixture was allowed to warm to room temperature and to stir overnight. The mixture w... Starting materials: CC(C)(C)OC(=O)NC1CCC(NC2CCCc3cccnc32)CC1, CC(C)(C)OC(=O)n1c(CCl)nc2ccccc21, CC#N, CCN(C(C)C)C(C)C, [I-], [K+]. Product: CC(C)(C)OC(=O)NC1CCC(N(Cc2nc3ccccc3n2C(=O)OC(C)(C)C)C2CCCc3cccnc32)CC1. Reaction SMILES: [C:1]([CH3:2])([CH3:3])([CH3:4])[O:5][C:6]([NH:7][CH:8]1[CH2:9][CH2:10][CH:11]([NH:14][CH:15]2[CH2:16][CH2:17][CH2:18][c:19]3[cH:20][cH:21][cH:22][n:23][c:24]32)[CH2:12][CH2:13]1)=[O:25].[C:26]([CH3:27])([CH3:28])([CH3:29])[O:30][C:31](=[O:32])[n:33]1[c:34]([CH2:42][Cl:43])[n:35][c:36]2[c:37]1[cH:38][cH:39][cH:40][cH:41]2.[CH3:55][C:56]#[N:57].[CH:44]([N:45]([CH:46]([CH3:47])[CH3:48])[CH2:49][CH3:50])([CH3:51])[CH3:52].[I-:54].[K+:53]>>[C:1]([CH3:2])([CH3:3])([CH3:4])[O:5][C:6]([NH:7][CH:8]1[CH2:9][CH2:10][CH:11]([N:14]([CH:15]2[CH2:16][CH2:17][CH2:18][c:19]3[cH:20][cH:21][cH:22][n:23][c:24]32)[CH2:42][c:34]2[n:33]([C:31]([O:30][C:26]([CH3:27])([CH3:28])[CH3:29])=[O:32])[c:37]3[c:36]([n:35]2)[cH:41][cH:40][cH:39][cH:38]3)[CH2:12][CH2:13]1)=[O:25].